This data is from the Open Reaction Database (ORD), a public repository of structured organic reaction records. The task is: describe an organic reaction: reactants, conditions, products, and yield Reactants: O=C([O-])[O-], CNC, COC(=O)c1ccc(F)cc1C#N, Cl, [K+], [K+]. Yields the product COC(=O)c1ccc(N(C)C)cc1C#N. Reaction SMILES: [C:18](=[O:19])([O-:20])[O-:21].[CH3:15][NH:16][CH3:17].[CH3:1][O:2][C:3]([c:4]1[c:5]([C:11]#[N:12])[cH:6][c:7]([F:10])[cH:8][cH:9]1)=[O:13].[ClH:14].[K+:22].[K+:23]>>[CH3:1][O:2][C:3]([c:4]1[c:5]([C:11]#[N:12])[cH:6][c:7]([N:16]([CH3:15])[CH3:17])[cH:8][cH:9]1)=[O:13]. Reactants: B(Br)(Br)Br (boron tribromide), FC=1C=CC(=C(C1)C(C[C@@](CNC1=C2C=NN(C2=CC(=C1)C)C=1C=C(C=CC1)C(=O)N1[C@@H](C(=O)N)CCC1)(C(F)(F)F)O)(C)C)OC (1-{[3-(4-{[(2R)-4-[5-Fluoro-2-(methyloxy)phenyl]-2-hydroxy-4-methyl-2-(trifluoromethyl)pentyl]amino}-6-methyl-1H-indazol-1-yl)phenyl]carbonyl}-D-prolinamide), C(=O)=O.CC(=O)C (cardice acetone), B(Br)(Br)Br (Boron tribromide), B(Br)(Br)Br (boron tribromide). Run in ClCCl (dichloromethane). Reaction conditions: time 4 hour. Product: FC=1C=CC(=C(C1)C(C[C@@](CNC1=C2C=NN(C2=CC(=C1)C)C=1C=C(C=CC1)C(=O)N1[C@@H](C(=O)N)CCC1)(C(F)(F)F)O)(C)C)O (1-{[3-(4-{[(2R)-4-(5-Fluoro-2-hydroxyphenyl)-2-hydroxy-4-methyl-2-(trifluoromethyl)pentyl]amino}-6-methyl-1H-indazol-1-yl)phenyl]carbonyl}-D-prolinamide). Isolated yield 29.5%. Reaction SMILES: [F:1][C:2]1[CH:3]=[CH:4][C:5]([O:46]C)=[C:6]([C:8]([CH3:45])([CH3:44])[CH2:9][C@:10]([OH:43])([C:39]([F:42])([F:41])[F:40])[CH2:11][NH:12][C:13]2[CH:21]=[C:20]([CH3:22])[CH:19]=[C:18]3[C:14]=2[CH:15]=[N:16][N:17]3[C:23]2[CH:24]=[C:25]([C:29]([N:31]3[CH2:38][CH2:37][CH2:36][C@@H:32]3[C:33]([NH2:35])=[O:34])=[O:30])[CH:26]=[CH:27][CH:28]=2)[CH:7]=1.C(=O)=O.CC(C)=O.B(Br)(Br)Br>ClCCl>[F:1][C:2]1[CH:3]=[CH:4][C:5]([OH:46])=[C:6]([C:8]([CH3:44])([CH3:45])[CH2:9][C@:10]([OH:43])([C:39]([F:40])([F:42])[F:41])[CH2:11][NH:12][C:13]2[CH:21]=[C:20]([CH3:22])[CH:19]=[C:18]3[C:14]=2[CH:15]=[N:16][N:17]3[C:23]2[CH:24]=[C:25]([C:29]([N:31]3[CH2:38][CH2:37][CH2:36][C@@H:32]3[C:33]([NH2:35])=[O:34])=[O:30])[CH:26]=[CH:27][CH:28]=2)[CH:7]=1 |f:1.2|. Procedure: 1-{[3-(4-{[(2R)-4-[5-Fluoro-2-(methyloxy)phenyl]-2-hydroxy-4-methyl-2-(trifluoromethyl)pentyl]amino}-6-methyl-1H-indazol-1-yl)phenyl]carbonyl}-D-prolinamide (340 mg, 0.5185 mmol) was dissolved in anhydrous dichloromethane (12 mL) and cooled to −78° C. (cardice/acetone bath) under nitrogen. Boron tribromide (1.0M in dichloromethane, 2.57 mL, 2.57 mmol) was then added portionwise and after 5 minutes the stirred mixture was allowed to warm slowly to room temperature under nitrogen. After 4 hours, L... Starting materials: CCOC(=O)CC(O)Cc1cccc(C(=O)c2ccccc2)c1, Cc1ccccc1C. The product is CCOC(=O)CC=Cc1cccc(C(=O)c2ccccc2)c1. As a reaction SMILES: [C:1]([c:2]1[cH:3][cH:4][cH:5][cH:6][cH:7]1)(=[O:8])[c:9]1[cH:10][c:11]([CH2:15][CH:16]([CH2:17][C:18](=[O:19])[O:20][CH2:21][CH3:22])[OH:23])[cH:12][cH:13][cH:14]1.[c:24]1([CH3:25])[c:26]([CH3:27])[cH:28][cH:29][cH:30][cH:31]1>>[C:1]([c:2]1[cH:3][cH:4][cH:5][cH:6][cH:7]1)(=[O:8])[c:9]1[cH:10][c:11]([CH:15]=[CH:16][CH2:17][C:18](=[O:19])[O:20][CH2:21][CH3:22])[cH:12][cH:13][cH:14]1. Starting materials: [OH-].[K+] (potassium hydroxide), C(C)(=O)NC=1C(=C(C(=C(C(=O)NCC(CO)O)C1I)I)C(=O)NCC(CO)O)I (5-acetylamino-N,N′-bis-(2,3-dihydroxypropyl)-2,4,6-triiodo isophthalamide), O1C(C1)COCCOCC1OC1 (2-{[2-(oxiran-2-ylmethoxy)ethoxy]methyl}-oxirane), Cl (HCl), B(O)(O)O (boric acid). Solvent: O.CO (water methanol), O (water), C(C)#N (acetonitrile). Conditions: time 60 minute. Product: OC(CN(C(C)=O)C=1C(=C(C(=C(C(=O)NCC(CO)O)C1I)I)C(=O)NCC(CO)O)I)COCCOCC(CN(C(C)=O)C=1C(=C(C(=C(C(=O)NCC(CO)O)C1I)I)C(=O)NCC(CO)O)I)O (5,5′-(5,12-dihydroxy-2,15-dioxo-7,10-dioxa-3,14-diazahexadecane-3,14-diyl)bis(N1,N3-bis(2,3-dihydroxypropyl)-2,4,6-triiodoisophthalamide)). The yield is 7.0%. Reaction SMILES: [OH-:1].[K+].[C:3]([NH:6][C:7]1[C:8]([I:31])=[C:9]([C:23]([NH:25][CH2:26][CH:27]([OH:30])[CH2:28][OH:29])=[O:24])[C:10]([I:22])=[C:11]([C:20]=1[I:21])[C:12]([NH:14][CH2:15][CH:16]([OH:19])[CH2:17][OH:18])=[O:13])(=[O:5])[CH3:4].B(O)(O)O.[O:36]1[CH2:38][CH:37]1[CH2:39][O:40][CH2:41][CH2:42][O:43][CH2:44][CH:45]1[CH2:47][O:46]1.Cl>C(#N)C.O.O.CO>[OH:36][CH:37]([CH2:39][O:40][CH2:41][CH2:42][O:43][CH2:44][CH:45]([OH:46])[CH2:47][N:6]([C:7]1[C:20]([I:21])=[C:11]([C:12]([NH:14][CH2:15][CH:16]([OH:19])[CH2:17][OH:18])=[O:13])[C:10]([I:22])=[C:9]([C:8]=1[I:31])[C:23]([NH:25][CH2:26][CH:27]([OH:30])[CH2:28][OH:29])=[O:24])[C:3](=[O:1])[CH3:4])[CH2:38][N:6]([C:7]1[C:20]([I:21])=[C:11]([C:12]([NH:14][CH2:15][CH:16]([OH:19])[CH2:17][OH:18])=[O:13])[C:10]([I:22])=[C:9]([C:8]=1[I:31])[C:23]([NH:25][CH2:26][CH:27]([OH:30])[CH2:28][OH:29])=[O:24])[C:3](=[O:5])[CH3:4] |f:0.1,8.9|. Reported procedure: To a stirred solution of water/methanol (4.9 ml, 2.5 ml) and potassium hydroxide (0.49 g, 8.7 mmol) at 40° C. was added 5-acetylamino-N,N′-bis-(2,3-dihydroxypropyl)-2,4,6-triiodo isophthalamide (5.0 g, 6.7 mmol). To the clear solution was then added boric acid (0.29 g, 4.6 mmol). The mixture was cooled to room temperature and pH adjusted to 12.6. 2-{[2-(oxiran-2-ylmethoxy)ethoxy]methyl}-oxirane (0.40 g, 2.3 mmol) was added. The pH of the solution was adjusted to the interval 12.6-13. The reactio... Reactants: C1N2CN3CN1CN(C2)C3 (hexamethylenetetramine), C(Cl)(Cl)Cl (chloroform), COC1=CC=C2C=CC=C(C2=C1)CCNC(CBr)=O (N-[2-(7-Methoxynaphth-l-Yl)Ethyl)-2-Bromoacetamide), C(Cl)(Cl)Cl (chloroform). Yields the product Cl.COC1=CC=C2C=CC=C(C2=C1)CCNC(CN)=O (N-[2-(7-Methoxynaphth-1-Yl)Ethyl]-2-Aminoacetamide Hydrochloride). RXN SMILES: C1N2CN3CN(C2)C[N:2]1C3.[CH3:11][O:12][C:13]1[CH:22]=[C:21]2[C:16]([CH:17]=[CH:18][CH:19]=[C:20]2[CH2:23][CH2:24][NH:25][C:26](=[O:29])[CH2:27]Br)=[CH:15][CH:14]=1.C(Cl)(Cl)[Cl:31]>>[ClH:31].[CH3:11][O:12][C:13]1[CH:22]=[C:21]2[C:16]([CH:17]=[CH:18][CH:19]=[C:20]2[CH2:23][CH2:24][NH:25][C:26](=[O:29])[CH2:27][NH2:2])=[CH:15][CH:14]=1 |f:3.4|. Procedure: 0.012 mol of hexamethylenetetramine is dissolved under magnetic agitation in 15 ml of chloroform, and 0.01 mol of N-[2-(7-methoxynaphth-1-yl)ethyl]-2-bromoacetamide obtained in Example 9 dissolved in 20 ml of chloroform are introduced. The mixture is refluxed for 100 hours, spun down and dried. The precipitate is introduced into a ground glass flask and 150 ml of alcohol and 30 ml of concentrated hydrochloric acid are added. The mixture is refluxed for two hours, and then the solvent is evaporat... Starting materials: ClC=1C=C(C2=C(NC(CO2)=O)C1)C(=O)O (6-chloro-3,4-dihydro-3-oxo-2H-1,4-benzoxazine-8-carboxylic acid), C(OCC)(=O)Cl (ethyl chlorocarbonate), resultant mixture, NC1CN2CCC1CC2 (3-aminoquinuclidine), C(O)([O-])=O.[Na+] (sodium hydrogen carbonate). Run in C(C)N(CC)CC (triethylamine), O1CCCC1 (tetrahydrofuran), C(C)(=O)OCC (ethyl acetate). Product: Cl.ClC=1C=C(C2=C(NC(CO2)=O)C1)C(=O)NC1CN2CCC1CC2 (6-chloro-3,4-dihydro-3-oxo-N-(3quinuclidinyl)-2H-1,4-benzoxazine-8-carboxamide hydrochloride). As a reaction SMILES: [Cl:1][C:2]1[CH:3]=[C:4]([C:13]([OH:15])=O)[C:5]2[O:10][CH2:9][C:8](=[O:11])[NH:7][C:6]=2[CH:12]=1.C(Cl)(=O)OCC.[NH2:22][CH:23]1[CH:28]2[CH2:29][CH2:30][N:25]([CH2:26][CH2:27]2)[CH2:24]1.C(=O)([O-])O.[Na+]>O1CCCC1.C(OCC)(=O)C.C(N(CC)CC)C>[ClH:1].[Cl:1][C:2]1[CH:3]=[C:4]([C:13]([NH:22][CH:23]2[CH:28]3[CH2:29][CH2:30][N:25]([CH2:26][CH2:27]3)[CH2:24]2)=[O:15])[C:5]2[O:10][CH2:9][C:8](=[O:11])[NH:7][C:6]=2[CH:12]=1 |f:3.4,8.9|. Reported procedure: A solution of 4.6 g of 6-chloro-3,4-dihydro-3-oxo-2H-1,4-benzoxazine-8-carboxylic acid in 50 ml of tetrahydrofuran is cooled to below 0° C. and 5 ml of triethylamine is added under stirring thereto. Further, 2.5 g of ethyl chlorocarbonate is added and the mixture is stirred for an hour. To the resultant mixture is added 3.0 g of 3-aminoquinuclidine and the mixture stirred for 3 hours. After completion of the reaction, aqueous sodium hydrogen carbonate and ethyl acetate are added. The organic lay... Starting materials: CC(C)(C(=O)O)C(=O)NCC(F)(F)C(F)(F)F, CCOCCN1C(=O)C(N)c2ccccc2-c2ccccc21. The product is CCOCCN1C(=O)C(NC(=O)C(C)(C)C(=O)NCC(F)(F)C(F)(F)F)c2ccccc2-c2ccccc21. As a reaction SMILES: [CH3:23][C:24]([C:25](=[O:26])[OH:27])([C:28](=[O:29])[NH:30][CH2:31][C:32]([C:33]([F:34])([F:35])[F:36])([F:37])[F:38])[CH3:39].[NH2:1][CH:2]1[c:3]2[c:4]([cH:19][cH:20][cH:21][cH:22]2)-[c:5]2[c:6]([cH:15][cH:16][cH:17][cH:18]2)[N:7]([CH2:10][CH2:11][O:12][CH2:13][CH3:14])[C:8]1=[O:9]>>[NH:1]([CH:2]1[c:3]2[c:4]([cH:19][cH:20][cH:21][cH:22]2)-[c:5]2[c:6]([cH:15][cH:16][cH:17][cH:18]2)[N:7]([CH2:10][CH2:11][O:12][CH2:13][CH3:14])[C:8]1=[O:9])[C:25]([C:24]([CH3:23])([C:28](=[O:29])[NH:30][CH2:31][C:32]([C:33]([F:34])([F:35])[F:36])([F:37])[F:38])[CH3:39])=[O:26].